Dataset: the Open Reaction Database (ORD), a public repository of structured organic reaction records. Task: describe an organic reaction: reactants, conditions, products, and yield Reactants: ice, [H-].[Al+3].[Li+].[H-].[H-].[H-] (lithium aluminium hydride), C(C1=CC=CC=C1)N1N=C(C=C1C(=O)OC)OCC (methyl 2-benzyl-5-ethoxy-2H-pyrazole-3-carboxylate), [H-].[Al+3].[Li+].[H-].[H-].[H-] (lithium aluminium hydride). Solvent: O1CCCC1 (tetrahydrofuran). Run at temperature 0 celsius. Product: C(C1=CC=CC=C1)N1N=C(C=C1CO)OCC ((2-benzyl-5-ethoxy-2H-pyrazol-3-yl)methanol). Yield: 67.4%. As a reaction SMILES: [H-].[Al+3].[Li+].[H-].[H-].[H-].[CH2:7]([N:14]1[C:18]([C:19](OC)=[O:20])=[CH:17][C:16]([O:23][CH2:24][CH3:25])=[N:15]1)[C:8]1[CH:13]=[CH:12][CH:11]=[CH:10][CH:9]=1>O1CCCC1>[CH2:7]([N:14]1[C:18]([CH2:19][OH:20])=[CH:17][C:16]([O:23][CH2:24][CH3:25])=[N:15]1)[C:8]1[CH:9]=[CH:10][CH:11]=[CH:12][CH:13]=1 |f:0.1.2.3.4.5|. Procedure: 11.1 mg of lithium aluminium hydride are added to a solution of 76 mg of methyl 2-benzyl-5-ethoxy-2H-pyrazole-3-carboxylate in 0.75 ml of tetrahydrofuran, cooled to a temperature in the region of 0° C. by an ice bath. After 3 hours at a temperature in the region of 0° C., 22.2 mg of lithium aluminium hydride are added and the reaction medium is allowed to warm to a temperature in the region of 20° C. After 30 minutes at a temperature in the region of 20° C., 10 ml of ice-cold water are added and... Starting materials: Cl.Cl.C(C)OC=1C=C(CN2N=CC=3C2=NC=NC3N3CCCCC3)C=CC1 (1-(3-ethoxybenzyl)-4-(1-piperadinyl)-1H-pyrazolo[3,4-d]pyrimidine dihydrochloride), C(C)(C)N(C(C)C)CC (N,N-diisopropylethylamine), ClC(=O)OC1=CC=C(C=C1)[N+](=O)[O-] (4-nitrophenyl chloroformate), C(O)([O-])=O.[Na+] (sodium hydrogencarbonate). Solvent: C(Cl)Cl (methylene chloride), C(Cl)(Cl)Cl (chloroform). Reaction conditions: time 2.5 hour. The product is C(C)OC=1C=C(CN2N=CC=3C2=NC=NC3N3CCN(CC3)C(=O)OC3=CC=C(C=C3)[N+](=O)[O-])C=CC1 (1-(3-ethoxybenzyl)-4-[4-[(4-nitrophenoxy)carbonyl]piperazin-1-yl]-1H-pyrazolo[3,4-d]pyrimidine). Yield: 100.0%. Reaction SMILES: Cl.Cl.[CH2:3]([O:5][C:6]1[CH:7]=[C:8]([CH:25]=[CH:26][CH:27]=1)[CH2:9][N:10]1[C:14]2=[N:15][CH:16]=[N:17][C:18]([N:19]3CCC[CH2:21][CH2:20]3)=[C:13]2[CH:12]=[N:11]1)[CH3:4].[CH:28]([N:31](CC)C(C)C)(C)[CH3:29].Cl[C:38]([O:40][C:41]1[CH:46]=[CH:45][C:44]([N+:47]([O-:49])=[O:48])=[CH:43][CH:42]=1)=[O:39].C(=O)([O-])O.[Na+]>C(Cl)Cl.C(Cl)(Cl)Cl>[CH2:3]([O:5][C:6]1[CH:7]=[C:8]([CH:25]=[CH:26][CH:27]=1)[CH2:9][N:10]1[C:14]2=[N:15][CH:16]=[N:17][C:18]([N:19]3[CH2:29][CH2:28][N:31]([C:38]([O:40][C:41]4[CH:46]=[CH:45][C:44]([N+:47]([O-:49])=[O:48])=[CH:43][CH:42]=4)=[O:39])[CH2:21][CH2:20]3)=[C:13]2[CH:12]=[N:11]1)[CH3:4] |f:0.1.2,5.6|. Reported procedure: To a solution of 1-(3-ethoxybenzyl)-4-(1-piperadinyl)-1H-pyrazolo[3,4-d]pyrimidine dihydrochloride (60 mg) in methylene chloride (1.2 mL) is added N,N-diisopropylethylamine (85 μL) and 4-nitrophenyl chloroformate (49 mg) at 0° C., and the mixture is stirred at room temperature for 2.5 hours. The reaction mixture is diluted with chloroform (1 mL) and thereto is added a saturated sodium hydrogencarbonate solution (1.5 mL). After stirring, the organic layer is separated and the aqueous layer is ext... The reactants are NC=1C=CC(=C(C(=O)NC2=CC(=CC(=C2)C(F)(F)F)C(F)(F)F)C1)O (5-Amino-N-[3,5-bis(trifluoromethyl)phenyl]-2-hydroxybenzamide), C1(=CC=CC=C1)N=C=O (phenylisocyanate). Reagents/catalysts: CN(C1=CC=NC=C1)C (4-Dimethylaminopyridine). The solvent is C(C)#N (acetonitrile). Conditions: temperature 60 celsius, time 5 minute. Yields the product FC(C=1C=C(C=C(C1)C(F)(F)F)NC(C1=C(C=CC(=C1)NC(=O)NC1=CC=CC=C1)O)=O)(F)F (N-[3,5-Bis(trifluoromethyl)phenyl]-2-hydroxy-5-[(3-phenyl)ureido]benzamide). Yield: 40.5%. RXN SMILES: [NH2:1][C:2]1[CH:3]=[CH:4][C:5]([OH:25])=[C:6]([CH:24]=1)[C:7]([NH:9][C:10]1[CH:15]=[C:14]([C:16]([F:19])([F:18])[F:17])[CH:13]=[C:12]([C:20]([F:23])([F:22])[F:21])[CH:11]=1)=[O:8].[C:26]1([N:32]=[C:33]=[O:34])[CH:31]=[CH:30][CH:29]=[CH:28][CH:27]=1>C(#N)C.CN(C)C1C=CN=CC=1>[F:23][C:20]([F:21])([F:22])[C:12]1[CH:11]=[C:10]([NH:9][C:7](=[O:8])[C:6]2[CH:24]=[C:2]([NH:1][C:33]([NH:32][C:26]3[CH:31]=[CH:30][CH:29]=[CH:28][CH:27]=3)=[O:34])[CH:3]=[CH:4][C:5]=2[OH:25])[CH:15]=[C:14]([C:16]([F:17])([F:18])[F:19])[CH:13]=1. Reported procedure: 5-Amino-N-[3,5-bis(trifluoromethyl)phenyl]-2-hydroxybenzamide (100.2 mg, 0.28 mmol) was dissolved in acetonitrile (4 ml). 4-Dimethylaminopyridine (3 mg) and phenylisocyanate (30 μl, 0.28 mmol) were added, and the mixture was stirred at 60° C. for 5 minutes. The reaction mixture was concentrated and the residue was purified by chromatography on silica gel (hexane:ethyl acetate=1:1) to give the title compound (54.8 mg, 41.2%) as a light brown solid. Yields the product CC(C)(C)CC1NC(C(=O)Nc2ccc(CNS(C)(=O)=O)cc2)C(c2cccc(Cl)c2F)C1(C#N)c1ccc(Cl)cc1F. Reaction SMILES: [CH3:40][S:41](=[O:42])(=[O:43])[Cl:44].[Cl:45][CH2:46][Cl:47].[NH2:1][CH2:2][c:3]1[cH:4][cH:5][c:6]([NH:9][C:10](=[O:11])[CH:12]2[NH:13][CH:14]([CH2:35][C:36]([CH3:37])([CH3:38])[CH3:39])[C:15]([C:25]#[N:26])([c:27]3[c:28]([F:34])[cH:29][c:30]([Cl:33])[cH:31][cH:32]3)[CH:16]2[c:17]2[c:18]([F:24])[c:19]([Cl:23])[cH:20][cH:21][cH:22]2)[cH:7][cH:8]1>>[NH:1]([CH2:2][c:3]1[cH:4][cH:5][c:6]([NH:9][C:10](=[O:11])[CH:12]2[NH:13][CH:14]([CH2:35][C:36]([CH3:37])([CH3:38])[CH3:39])[C:15]([C:25]#[N:26])([c:27]3[c:28]([F:34])[cH:29][c:30]([Cl:33])[cH:31][cH:32]3)[CH:16]2[c:17]2[c:18]([F:24])[c:19]([Cl:23])[cH:20][cH:21][cH:22]2)[cH:7][cH:8]1)[S:41]([CH3:40])(=[O:42])=[O:43]. The reactants are CS(=O)(=O)Cl, ClCCl, CC(C)(C)CC1NC(C(=O)Nc2ccc(CN)cc2)C(c2cccc(Cl)c2F)C1(C#N)c1ccc(Cl)cc1F. The reactants are C(C)OC(=O)C=1C=C(C=CC1NC(=O)C=1C(=CC=CC1)C1=CC=C(C=C1)C(F)(F)F)CC(=O)O (3-ethoxycarbonyl-4-[(4′-trifluoromethylbiphenyl-2-carbonyl)amino]phenylacetic acid), C(C)OC(C(C(=O)OCC)(C1=CC=CC=C1)CO)=O (2-hydroxymethyl-2-phenylmalonic acid diethyl ester). Yields the product C(C)OC(C(C(=O)OCC)(C1=CC=CC=C1)COC(CC1=CC(=C(C=C1)NC(=O)C=1C(=CC=CC1)C1=CC=C(C=C1)C(F)(F)F)C(=O)OCC)=O)=O (2-(2-{3-Ethoxycarbonyl-4-[(4′-trifluoromethylbiphenyl-2-carbonyl)amino]phenyl}acetoxymethyl)-2-phenylmalonic acid diethyl ester). Isolated yield 64.5%. Reaction SMILES: [CH2:1]([O:3][C:4]([C:6]1[CH:7]=[C:8]([CH2:31][C:32]([OH:34])=[O:33])[CH:9]=[CH:10][C:11]=1[NH:12][C:13]([C:15]1[C:16]([C:21]2[CH:26]=[CH:25][C:24]([C:27]([F:30])([F:29])[F:28])=[CH:23][CH:22]=2)=[CH:17][CH:18]=[CH:19][CH:20]=1)=[O:14])=[O:5])[CH3:2].[CH2:35]([O:37][C:38](=[O:53])[C:39]([CH2:51]O)([C:45]1[CH:50]=[CH:49][CH:48]=[CH:47][CH:46]=1)[C:40]([O:42][CH2:43][CH3:44])=[O:41])[CH3:36]>>[CH2:43]([O:42][C:40](=[O:41])[C:39]([CH2:51][O:33][C:32](=[O:34])[CH2:31][C:8]1[CH:9]=[CH:10][C:11]([NH:12][C:13]([C:15]2[C:16]([C:21]3[CH:26]=[CH:25][C:24]([C:27]([F:29])([F:28])[F:30])=[CH:23][CH:22]=3)=[CH:17][CH:18]=[CH:19][CH:20]=2)=[O:14])=[C:6]([C:4]([O:3][CH2:1][CH3:2])=[O:5])[CH:7]=1)([C:45]1[CH:50]=[CH:49][CH:48]=[CH:47][CH:46]=1)[C:38]([O:37][CH2:35][CH3:36])=[O:53])[CH3:44]. Reported procedure: The 3-ethoxycarbonyl-4-[(4′-trifluoromethylbiphenyl-2-carbonyl)amino]phenylacetic acid (0.532 g) obtained in Example 9-4e) and the 2-hydroxymethyl-2-phenylmalonic acid diethyl ester (1.04 g) obtained in Example 1-2a) were treated in a similar manner to Example 1g) to give the title compound (0.524 g) (see Table 59). The reactants are OC1=CC=C(CO)C=C1 (4-Hydroxybenzyl alcohol), C([O-])([O-])=O.[K+].[K+] (potassium carbonate), O (water), BrCCCCCCBr (1,6-dibromohexane), ice water, resultant mixture. The solvent is CN(C=O)C (dimethylformamide). Conditions: temperature 60 celsius, time 17 hour. Product: OCC1=CC=C(OCCCCCCOC2=CC=C(CO)C=C2)C=C1 (4-[1-[4-hydroxymethylphenoxy]hex-6-yloxy]benzyl alcohol). Yield: 42.0%. Reaction SMILES: [OH:1][C:2]1[CH:9]=[CH:8][C:5]([CH2:6][OH:7])=[CH:4][CH:3]=1.[C:10](=[O:13])([O-])[O-].[K+].[K+].Br[CH2:17][CH2:18][CH2:19][CH2:20][CH2:21][CH2:22]Br.[OH2:24]>CN(C)C=O>[OH:7][CH2:6][C:5]1[CH:8]=[CH:9][C:2]([O:1][CH2:17][CH2:18][CH2:19][CH2:20][CH2:21][CH2:22][O:24][C:2]2[CH:9]=[CH:8][C:5]([CH2:10][OH:13])=[CH:4][CH:3]=2)=[CH:3][CH:4]=1 |f:1.2.3|. Procedure details: 4-Hydroxybenzyl alcohol (24.82 g, 0.2 mole) was added to a stirred suspension of finely ground potassium carbonate (42.0 g, 0.4 mole) in dry dimethylformamide (250 mL). The resultant mixture was stirred at 60° C. under dry nitrogen for 10 minutes, then 1,6-dibromohexane (24.4 g, 0.1 mole) was added. The reaction mixture was maintained at 60° C. for 5 hours, then allowed to cool to room temperature and stirred for 17 hours. The reaction mixture was then poured slowly into ice/water (800 mL). A ta... The reactants are Br[Mg]c1ccccc1, C1CCOC1, CCOCC, [Cl-], O=Cc1cc2ccnc(Cl)c2[nH]1, [NH4+]. Yields the product OC(c1ccccc1)c1cc2ccnc(Cl)c2[nH]1. As a reaction SMILES: [Br:13][Mg:14][c:15]1[cH:16][cH:17][cH:18][cH:19][cH:20]1.[CH2:28]1[O:29][CH2:30][CH2:31][CH2:32]1.[CH3:21][CH2:22][O:23][CH2:24][CH3:25].[Cl-:26].[Cl:1][c:2]1[n:3][cH:4][cH:5][c:6]2[c:7]1[nH:8][c:9]([CH:11]=[O:12])[cH:10]2.[NH4+:27]>>[Cl:1][c:2]1[n:3][cH:4][cH:5][c:6]2[c:7]1[nH:8][c:9]([CH:11]([OH:12])[c:15]1[cH:16][cH:17][cH:18][cH:19][cH:20]1)[cH:10]2. Starting materials: C(=O)O (formic acid), C(C)(=O)OC(C)=O (acetic anhydride), NC=1C(=C(C(=O)OC)C=CC1)SCC1=CC=CC=C1 (methyl 3-amino-2-benzylmercaptobenzoate). Solvent: C1CCOC1 (THF). Run at temperature 0 celsius, time 2 hour. Product: C(C1=CC=CC=C1)SC1=C(C(=O)OC)C=CC=C1NC=O (Methyl 2-benzylmercapto-3-formylaminobenzoate). Reaction SMILES: [CH:1](O)=[O:2].C(OC(=O)C)(=O)C.[NH2:11][C:12]1[C:13]([S:22][CH2:23][C:24]2[CH:29]=[CH:28][CH:27]=[CH:26][CH:25]=2)=[C:14]([CH:19]=[CH:20][CH:21]=1)[C:15]([O:17][CH3:18])=[O:16]>C1COCC1>[CH2:23]([S:22][C:13]1[C:12]([NH:11][CH:1]=[O:2])=[CH:21][CH:20]=[CH:19][C:14]=1[C:15]([O:17][CH3:18])=[O:16])[C:24]1[CH:29]=[CH:28][CH:27]=[CH:26][CH:25]=1. Procedure details: 27.0 g (0.586 mol) of formic acid are added dropwise to 48.6 g (0.476 mol) of acetic anhydride at 0° C. After the mixture has been stirred at 50°-60° C. for 2 h it is cooled to 0° C. and a solution of 50.0 g (0.183 mol) of methyl 3-amino-2-benzylmercaptobenzoate in 150 ml of THF is added. The reaction solution is then stirred at room temperature for 4 h. The mixture is concentrated under reduced pressure (60° C., 0.1 torr). The resulting oily residue (61.77 g) is employed in subsequent reactions... The reactants are CC(C)(C)OC(=O)N1CCCC(n2ncc3c(Cl)ncnc32)C1, O=C([O-])[O-], CN(C)C=O, [K+], [K+], N#Cc1ccccc1O. The product is CC(C)(C)OC(=O)N1CCCC(n2ncc3c(Oc4ccccc4C#N)ncnc32)C1. RXN SMILES: [C:1]([CH3:2])([CH3:3])([CH3:4])[O:5][C:6](=[O:7])[N:8]1[CH2:9][CH:10]([n:14]2[n:15][cH:16][c:17]3[c:18]2[n:19][cH:20][n:21][c:22]3[Cl:23])[CH2:11][CH2:12][CH2:13]1.[C:33](=[O:34])([O-:35])[O-:36].[CH3:39][N:40]([CH3:41])[CH:42]=[O:43].[K+:37].[K+:38].[OH:24][c:25]1[c:26]([C:27]#[N:28])[cH:29][cH:30][cH:31][cH:32]1>>[C:1]([CH3:2])([CH3:3])([CH3:4])[O:5][C:6](=[O:7])[N:8]1[CH2:9][CH:10]([n:14]2[n:15][cH:16][c:17]3[c:18]2[n:19][cH:20][n:21][c:22]3[O:24][c:25]2[c:26]([C:27]#[N:28])[cH:29][cH:30][cH:31][cH:32]2)[CH2:11][CH2:12][CH2:13]1. Reactants: 1-(di-1-pyrrolidinylmethylene)-1H-benzotriazolium 3-oxide hexafluorophosphate, C1(CCCC1)N1C2=C(N(C(C(C1)(F)F)=O)C)C=NC(=N2)NC2=C(C=C(C(=O)O)C=C2)OC (4-(9-cyclopentyl-7,7-difluoro-5-methyl-6-oxo-6,7,8,9-tetrahydro-5H-pyrimido[4,5-b][1,4]diazepin-2-ylamino)-3-methoxy-benzoic acid), C(C)N(C(C)C)C(C)C (ethyldiisopropyl amine), Cl.NC1CCN(CC1)C(=O)OCC1C2=CC=CC=C2C2=CC=CC=C12 (4-amino-1-Fmoc-piperidine hydrochloride). Run in CN(C=O)C (dimethylformamide), ice water. Procedure details: To a mixture of 0.15 g (0.34 mmole) of 4-(9-cyclopentyl-7,7-difluoro-5-methyl-6-oxo-6,7,8,9-tetrahydro-5H-pyrimido[4,5-b][1,4]diazepin-2-ylamino)-3-methoxy-benzoic acid (I-22), 0.24 mL (1.3 mmole) of ethyldiisopropyl amine and 0.13 g (0.37 mmole) of 4-amino-1-Fmoc-piperidine hydrochloride in 5.0 mL of dimethylformamide was added 0.16 g (0.37 mmole) of 1-(di-1-pyrrolidinylmethylene)-1H-benzotriazolium 3-oxide hexafluorophosphate. The mixture was stirred at room temperature for 1 hour, then dilute... Product: C1=CC=CC=2C3=CC=CC=C3C(C12)COC(=O)N1CCC(CC1)NC(C1=CC(=C(C=C1)NC=1N=CC2=C(N(CC(C(N2C)=O)(F)F)C2CCCC2)N1)OC)=O (4-[4-(9-cyclopentyl-7,7-difluoro-5-methyl-6-oxo-6,7,8,9-tetrahydro-5H-pyrimido[4,5-b][1,4]diazepin-2-ylamino)-3-methoxy-benzoylamino]-piperidine-1-carboxylic acid 9H-fluoren-9-ylmethyl ester). Isolated yield 97.8%. Conditions: time 1 hour. RXN SMILES: [CH:1]1([N:6]2[CH2:12][C:11]([F:14])([F:13])[C:10](=[O:15])[N:9]([CH3:16])[C:8]3[CH:17]=[N:18][C:19]([NH:21][C:22]4[CH:30]=[CH:29][C:25]([C:26](O)=[O:27])=[CH:24][C:23]=4[O:31][CH3:32])=[N:20][C:7]2=3)[CH2:5][CH2:4][CH2:3][CH2:2]1.C(N(C(C)C)C(C)C)C.Cl.[NH2:43][CH:44]1[CH2:49][CH2:48][N:47]([C:50]([O:52][CH2:53][CH:54]2[C:66]3[C:61](=[CH:62][CH:63]=[CH:64][CH:65]=3)[C:60]3[C:55]2=[CH:56][CH:57]=[CH:58][CH:59]=3)=[O:51])[CH2:46][CH2:45]1>CN(C)C=O>[CH:65]1[C:66]2[CH:54]([CH2:53][O:52][C:50]([N:47]3[CH2:48][CH2:49][CH:44]([NH:43][C:26](=[O:27])[C:25]4[CH:29]=[CH:30][C:22]([NH:21][C:19]5[N:18]=[CH:17][C:8]6[N:9]([CH3:16])[C:10](=[O:15])[C:11]([F:13])([F:14])[CH2:12][N:6]([CH:1]7[CH2:5][CH2:4][CH2:3][CH2:2]7)[C:7]=6[N:20]=5)=[C:23]([O:31][CH3:32])[CH:24]=4)[CH2:45][CH2:46]3)=[O:51])[C:55]3[C:60](=[CH:59][CH:58]=[CH:57][CH:56]=3)[C:61]=2[CH:62]=[CH:63][CH:64]=1 |f:2.3|.